From a dataset of the Open Reaction Database (ORD), a public repository of structured organic reaction records. describe an organic reaction: reactants, conditions, products, and yield Starting materials: BrC=1SC2=C(N1)C=C(C(=C2C2=CC=C(C=C2)Cl)[C@@H](C(=O)OCC)OC(C)(C)C)C ((S)-ethyl 2-(2-bromo-7-(4-chlorophenyl)-5-methylbenzo[d]thiazol-6-yl)-2-tert-butoxyacetate), C(=O)([O-])[O-].[K+].[K+] (K2CO3), [OH-].[Na+] (NaOH), BrC1=CC=C2C(=NN(C2=C1)C)N(C)C (6-bromo-N,N,1-trimethyl-1H-indazol-3-amine), bis-pinacolatodiboron, CC(=O)O (AcOH), C(Cl)Cl (DCM), CC(=O)[O-].[K+] (KOAc). The reagents and catalysts are C=1C=CC(=CC1)[P](C=2C=CC=CC2)(C=3C=CC=CC3)[Pd]([P](C=4C=CC=CC4)(C=5C=CC=CC5)C=6C=CC=CC6)([P](C=7C=CC=CC7)(C=8C=CC=CC8)C=9C=CC=CC9)[P](C=1C=CC=CC1)(C=1C=CC=CC1)C=1C=CC=CC1 (Pd(PPh3)4), C1=CC=C(C=C1)P([C-]2C=CC=C2)C3=CC=CC=C3.C1=CC=C(C=C1)P([C-]2C=CC=C2)C3=CC=CC=C3.Cl[Pd]Cl.[Fe+2] (PdCl2(dppf)). Run in CCO (EtOH), O1CCOCC1 (dioxane). Reaction conditions: temperature 100 celsius. The product is C(C)(C)(C)O[C@H](C(=O)O)C1=C(C2=C(N=C(S2)C2=CC=C3C(=NN(C3=C2)C)N(C)C)C=C1C)C1=CC=C(C=C1)Cl ((S)-2-tert-butoxy-2-(7-(4-chlorophenyl)-2-(3-(dimethylamino)-1-methyl-1H-indazol-6-yl)-5-methylbenzo[d]thiazol-6-yl)acetic acid). RXN SMILES: Br[C:2]1[CH:10]=[C:9]2[C:5]([C:6]([N:12]([CH3:14])[CH3:13])=[N:7][N:8]2[CH3:11])=[CH:4][CH:3]=1.C(Cl)Cl.CC(O)=O.CC([O-])=O.[K+].Br[C:28]1[S:29][C:30]2[C:36]([C:37]3[CH:42]=[CH:41][C:40]([Cl:43])=[CH:39][CH:38]=3)=[C:35]([C@H:44]([O:50][C:51]([CH3:54])([CH3:53])[CH3:52])[C:45]([O:47]CC)=[O:46])[C:34]([CH3:55])=[CH:33][C:31]=2[N:32]=1.C([O-])([O-])=O.[K+].[K+].[OH-].[Na+]>C1C=CC(P(C2C=CC=CC=2)[C-]2C=CC=C2)=CC=1.C1C=CC(P(C2C=CC=CC=2)[C-]2C=CC=C2)=CC=1.Cl[Pd]Cl.[Fe+2].C1C=CC([P]([Pd]([P](C2C=CC=CC=2)(C2C=CC=CC=2)C2C=CC=CC=2)([P](C2C=CC=CC=2)(C2C=CC=CC=2)C2C=CC=CC=2)[P](C2C=CC=CC=2)(C2C=CC=CC=2)C2C=CC=CC=2)(C2C=CC=CC=2)C2C=CC=CC=2)=CC=1.CCO.O1CCOCC1>[C:51]([O:50][C@@H:44]([C:35]1[C:34]([CH3:55])=[CH:33][C:31]2[N:32]=[C:28]([C:2]3[CH:10]=[C:9]4[C:5]([C:6]([N:12]([CH3:14])[CH3:13])=[N:7][N:8]4[CH3:11])=[CH:4][CH:3]=3)[S:29][C:30]=2[C:36]=1[C:37]1[CH:38]=[CH:39][C:40]([Cl:43])=[CH:41][CH:42]=1)[C:45]([OH:47])=[O:46])([CH3:54])([CH3:52])[CH3:53] |f:3.4,6.7.8,9.10,11.12.13.14,^1:107,109,128,147|. Procedure: A vial was charged with 6-bromo-N,N,1-trimethyl-1H-indazol-3-amine (102 mg, 0.402 mmol), bis-pinacolatodiboron (112 mg, 0.442 mmol), PdCl2(dppf).DCM (33 mg, 40 μmol), glacial AcOH (25 μL, 0.44 mmol), KOAc (130 mg, 1.33 mmol), and dioxane (2.0 mL). The reaction was heated to 100° C. for 30 min. To this reaction was added (S)-ethyl 2-(2-bromo-7-(4-chlorophenyl)-5-methylbenzo[d]thiazol-6-yl)-2-tert-butoxyacetate (150 mg, 0.302 mmol), 2 M aq K2CO3 (884 μL), and Pd(PPh3)4 (46 mg, 40 mop. The reaction... Starting materials: C(C)OC(=O)C1(CC1)C1=CC=C(C=C1)C1=CC=C(C=C1)C1=C(C(=NO1)C)C(CC=C)O (1-{4′-[4-(1-hydroxy-but-3-enyl)-3-methyl-isoxazol-5-yl]-biphenyl-4-yl}-cyclopropanecarboxylic acid ethyl ester), IC=1C=C(C=CC1)C (3-iodotoluene). Yields the product C(C)OC(=O)C1(CC1)C1=CC=C(C=C1)C1=CC=C(C=C1)C1=C(C(=NO1)C)C(C\C=C\C=1C=C(C=CC1)C)O (1-{4′-[4-((E)-1-Hydroxy-4-m-tolyl-but-3-enyl)-3-methyl-isoxazol-5-yl]-biphenyl-4-yl}-cyclopropanecarboxylic acid ethyl ester). As a reaction SMILES: [CH2:1]([O:3][C:4]([C:6]1([C:9]2[CH:14]=[CH:13][C:12]([C:15]3[CH:20]=[CH:19][C:18]([C:21]4[O:25][N:24]=[C:23]([CH3:26])[C:22]=4[CH:27]([OH:31])[CH2:28][CH:29]=[CH2:30])=[CH:17][CH:16]=3)=[CH:11][CH:10]=2)[CH2:8][CH2:7]1)=[O:5])[CH3:2].I[C:33]1[CH:34]=[C:35]([CH3:39])[CH:36]=[CH:37][CH:38]=1>>[CH2:1]([O:3][C:4]([C:6]1([C:9]2[CH:10]=[CH:11][C:12]([C:15]3[CH:20]=[CH:19][C:18]([C:21]4[O:25][N:24]=[C:23]([CH3:26])[C:22]=4[CH:27]([OH:31])[CH2:28]/[CH:29]=[CH:30]/[C:33]4[CH:34]=[C:35]([CH3:39])[CH:36]=[CH:37][CH:38]=4)=[CH:17][CH:16]=3)=[CH:13][CH:14]=2)[CH2:8][CH2:7]1)=[O:5])[CH3:2]. Procedure details: Prepared according to the procedure described in Example 39, Step 1, using 1-{4′-[4-(1-hydroxy-but-3-enyl)-3-methyl-isoxazol-5-yl]-biphenyl-4-yl}-cyclopropanecarboxylic acid ethyl ester and 3-iodotoluene. Starting materials: N(=O)[O-].[Na+] (sodiuM nitrite), NC1=CC=C(OC=2C(=CC(=C(C2)N2N=NN(C2=O)CCCF)F)Cl)C=C1 (1-[5-(4-aminophenoxy)-4-chloro-2-fluorophenyl]-1,4-dihydro-4-(3-fluoropropyl)-5H-tetrazol-5-one), resultant mixture. The reagents and catalysts are [O-]S(=O)(=O)[O-].[Cu+2] (copper II sulfate). Solvent: C=1(C(=CC=CC1)C)C.C1(=CC=CC=C1)C (xylene toluene), O (water), O (water), S(O)(O)(=O)=O (sulfuric acid). The product is ClC1=CC(=C(C=C1OC1=CC=C(C=C1)O)N1N=NN(C1=O)CCCF)F (1-[4-chloro-2-fluoro-5-(4-hydroxyphenoxy)phenyl]-1,4-dihydro-4-(3-fluoropropyl)-5H-tetrazol-5-one). Yield: 28.2%. RXN SMILES: N([O-])=[O:2].[Na+].N[C:6]1[CH:30]=[CH:29][C:9]([O:10][C:11]2[C:12]([Cl:28])=[CH:13][C:14]([F:27])=[C:15]([N:17]3[C:21](=[O:22])[N:20]([CH2:23][CH2:24][CH2:25][F:26])[N:19]=[N:18]3)[CH:16]=2)=[CH:8][CH:7]=1>O.S(=O)(=O)(O)O.C1(C)C(C)=CC=CC=1.C1(C)C=CC=CC=1.[O-]S([O-])(=O)=O.[Cu+2]>[Cl:28][C:12]1[C:11]([O:10][C:9]2[CH:8]=[CH:7][C:6]([OH:2])=[CH:30][CH:29]=2)=[CH:16][C:15]([N:17]2[C:21](=[O:22])[N:20]([CH2:23][CH2:24][CH2:25][F:26])[N:19]=[N:18]2)=[C:14]([F:27])[CH:13]=1 |f:0.1,5.6,7.8|. Reported procedure: While maintaining a temperature of 5° C. to 10° C., 1.03 g (0.015 mole) of sodiuM nitrite dissolved in 10 ml of water was added to a stirred mixture of 4.76 g (0.0125 mole) of 1-[5-(4-aminophenoxy)-4-chloro-2-fluorophenyl]-1,4-dihydro-4-(3-fluoropropyl)-5H-tetrazol-5-one (prepared by the method of Steps A and B of Example 1 in 6 ml of concentrated sulfuric acid. The resultant mixture was stirred at 6° C. for 30 minutes. This mixture was added to a refluxing mixture of 37.5 g (0.150-mole) of copp... Reactants: C(C)C1(OCCC2=C1NC1=C(C=C(C=C21)CCC(=O)OCC)C(C)C)CCO (ethyl 3-(1-ethyl-1,3,4,9-tetrahydro-1-(2-hydroxyethyl)-8-isopropylpyrano[3,4-b]indol-6-yl)propanoate), [H-].[H-].[H-].[H-].[Li+].[Al+3] (LiAlH4). Solvent: C(C)OCC (diethyl ether). Reaction conditions: time 18 hour. Product: C(C)C1(OCCC2=C1NC1=C(C=C(C=C21)CCCO)C(C)C)CCO (3-(1-ethyl-1,3,4,9-tetrahydro-1-(2-hydroxyethyl)-8-isopropylpyrano[3,4-b]indol-6-yl)propan-1-ol). Yield: 19.5%. As a reaction SMILES: [CH2:1]([C:3]1([CH2:26][CH2:27][OH:28])[C:8]2[NH:9][C:10]3[C:15]([C:7]=2[CH2:6][CH2:5][O:4]1)=[CH:14][C:13]([CH2:16][CH2:17][C:18](OCC)=[O:19])=[CH:12][C:11]=3[CH:23]([CH3:25])[CH3:24])[CH3:2].[H-].[H-].[H-].[H-].[Li+].[Al+3]>C(OCC)C>[CH2:1]([C:3]1([CH2:26][CH2:27][OH:28])[C:8]2[NH:9][C:10]3[C:15]([C:7]=2[CH2:6][CH2:5][O:4]1)=[CH:14][C:13]([CH2:16][CH2:17][CH2:18][OH:19])=[CH:12][C:11]=3[CH:23]([CH3:24])[CH3:25])[CH3:2] |f:1.2.3.4.5.6|. Procedure: A solution of ethyl 3-(1-ethyl-1,3,4,9-tetrahydro-1-(2-hydroxyethyl)-8-isopropylpyrano[3,4-b]indol-6-yl)propanoate (0.18 g, 0.46 mmol) in anhydrous diethyl ether (15 ml) was stirred at room temperature under a nitrogen atmosphere. LiAlH4 (0.09 g, 2.4 mmol) was slowly added to the solution. The mixture was stirred for 18 hr, quenched with water and 5% HCl, extracted with EtOAc, dried over MgSO4, and concentrated under reduced pressure. The crude product was purified by silica gel flash column chr... Reaction SMILES: [CH3:23][N:24]([c:25]1[cH:26][cH:27][cH:28][cH:29][n:30]1)[CH3:31].[CH3:32][C:33](=[O:34])[O:35][C:36](=[O:37])[CH3:38].[CH:1]1([c:4]2[n:5][c:6](-[c:9]3[n:10][cH:11][n:12]4[c:13]3[CH2:14][NH:15][c:16]3[c:17]([F:22])[cH:18][cH:19][cH:20][c:21]3-4)[n:7][o:8]2)[CH2:2][CH2:3]1>>[CH:1]1([c:4]2[n:5][c:6](-[c:9]3[n:10][cH:11][n:12]4[c:13]3[CH2:14][N:15]([C:33]([CH3:32])=[O:34])[c:16]3[c:17]([F:22])[cH:18][cH:19][cH:20][c:21]3-4)[n:7][o:8]2)[CH2:2][CH2:3]1. The reactants are CN(C)c1ccccn1, CC(=O)OC(C)=O, Fc1cccc2c1NCc1c(-c3noc(C4CC4)n3)ncn1-2. The product is CC(=O)N1Cc2c(-c3noc(C4CC4)n3)ncn2-c2cccc(F)c21. The reactants are COC(=O)C(NC(=O)OC(C)(C)C)C1CCC(O)CC1, CC(C)(C)OC(=O)NC(C(=O)N1CCSC1)C1CCC(O)CC1. As a reaction SMILES: [C:1]([O:2][C:3]([NH:4][CH:5]([CH:6]1[CH2:7][CH2:8][CH:9]([OH:10])[CH2:11][CH2:12]1)[C:13]([O:14][CH3:15])=[O:16])=[O:17])([CH3:18])([CH3:19])[CH3:20].[OH:21][CH:22]1[CH2:23][CH2:24][CH:25]([CH:28]([C:29]([N:30]2[CH2:31][S:32][CH2:33][CH2:34]2)=[O:35])[NH:36][C:37](=[O:38])[O:39][C:40]([CH3:41])([CH3:42])[CH3:43])[CH2:26][CH2:27]1>>[OH:21][CH:22]1[CH2:23][CH2:24][CH:25]([CH:28]([C:29]([N:30]2[CH2:31][S:32][CH2:33][CH2:34]2)=[O:35])[NH2:36])[CH2:26][CH2:27]1. Yields the product NC(C(=O)N1CCSC1)C1CCC(O)CC1. Starting materials: [H-].[Na+] (sodium hydride), CC(C)(CCC=C(C)C)O (2,6-dimethylhept-5-en-2-ol), COS(=O)(=O)OC (Dimethylsulfate). Run in O1CCCC1 (tetrahydrofuran), O1CCCC1 (tetrahydrofuran), O1CCCC1 (tetrahydrofuran). Conditions: time 16 hour. Product: CC(C)(CCC=C(C)C)OC (2,6-dimethyl-2-methoxyhept-5-ene). As a reaction SMILES: [H-].[Na+].[CH3:3][C:4]([OH:12])([CH2:6][CH2:7][CH:8]=[C:9]([CH3:11])[CH3:10])[CH3:5].[CH3:13]OS(OC)(=O)=O>O1CCCC1>[CH3:3][C:4]([O:12][CH3:13])([CH2:6][CH2:7][CH:8]=[C:9]([CH3:11])[CH3:10])[CH3:5] |f:0.1|. Procedure details: To sodium hydride (93.5 g, 3.9 mol) suspended in tetrahydrofuran (300 mL) was added 2,6-dimethylhept-5-en-2-ol (500 g, 3.5 mol) in tetrahydrofuran (1000 mL). The mixture was heated at reflux until gas evolution was complete. Dimethylsulfate (274 mL, 2.9 mol) in tetrahydrofuran (226 mL) was added to the cold (0° C.) mixture. After standing for 16 h, the mixture was heated at reflux for 7 hours. Aqueous workup yielded 2,6-dimethyl-2-methoxyhept-5-ene, bp40 65°-68° C. (461.5 g); NMR(CDCl3)δ1.2(s,6H...